From a dataset of the Open Reaction Database (ORD), a public repository of structured organic reaction records. describe an organic reaction: reactants, conditions, products, and yield Reactants: ClCCl, O=[Mn]=O, OCc1ccc2c(n1)OCCO2. The product is O=Cc1ccc2c(n1)OCCO2. RXN SMILES: [Cl:13][CH2:14][Cl:15].[O:16]=[Mn:17]=[O:18].[O:1]1[CH2:2][CH2:3][O:4][c:5]2[n:6][c:7]([CH2:11][OH:12])[cH:8][cH:9][c:10]21>>[O:1]1[CH2:2][CH2:3][O:4][c:5]2[n:6][c:7]([CH:11]=[O:12])[cH:8][cH:9][c:10]21. Reactants: ClCCl, CSc1ccc(C(O)c2cc3cccnc3n2S(=O)(=O)c2ccccc2)cc1. Yields the product CSc1ccc(C(=O)c2cc3cccnc3n2S(=O)(=O)c2ccccc2)cc1. RXN SMILES: [Cl:29][CH2:30][Cl:31].[c:1]1([S:7](=[O:8])(=[O:9])[n:10]2[c:11]([CH:19]([OH:20])[c:21]3[cH:22][cH:23][c:24]([S:27][CH3:28])[cH:25][cH:26]3)[cH:12][c:13]3[c:14]2[n:15][cH:16][cH:17][cH:18]3)[cH:2][cH:3][cH:4][cH:5][cH:6]1>>[c:1]1([S:7](=[O:8])(=[O:9])[n:10]2[c:11]([C:19](=[O:20])[c:21]3[cH:22][cH:23][c:24]([S:27][CH3:28])[cH:25][cH:26]3)[cH:12][c:13]3[c:14]2[n:15][cH:16][cH:17][cH:18]3)[cH:2][cH:3][cH:4][cH:5][cH:6]1. The reactants are COC=1C=C2C(=CC=NC2=CC1OC)OC1=CC=C(C=C1)N (6,7-Dimethoxy-4-(4-aminophenoxy)quinoline), C=1(C(=CC=CC1)C(=O)Cl)C1=CC=CC=C1 (biphenylcarbonyl chloride), C(O)([O-])=O.[Na+] (sodium hydrogen carbonate). The solvent is C(C)N(CC)CC.C(Cl)Cl (triethylamine methylene chloride). Reaction conditions: time 25 hour. The product is COC=1C=C2C(=CC=NC2=CC1OC)OC1=CC=C(C=C1)NC(=O)C1=CC=C(C=C1)C1=CC=CC=C1 (N-{4-[(6,7-Dimethoxy-4-quinolinyl)oxy]phenyl}-4-biphenylcarboxamide). The yield is 10.0%. Reaction SMILES: [CH3:1][O:2][C:3]1[CH:4]=[C:5]2[C:10](=[CH:11][C:12]=1[O:13][CH3:14])[N:9]=[CH:8][CH:7]=[C:6]2[O:15][C:16]1[CH:21]=[CH:20][C:19]([NH2:22])=[CH:18][CH:17]=1.[C:23]1([C:32]2[CH:37]=[CH:36][CH:35]=[CH:34][CH:33]=2)[C:24](C(Cl)=O)=[CH:25][CH:26]=[CH:27][CH:28]=1.[C:38](=O)([O-])[OH:39].[Na+]>C(N(CC)CC)C.C(Cl)Cl>[CH3:1][O:2][C:3]1[CH:4]=[C:5]2[C:10](=[CH:11][C:12]=1[O:13][CH3:14])[N:9]=[CH:8][CH:7]=[C:6]2[O:15][C:16]1[CH:17]=[CH:18][C:19]([NH:22][C:38]([C:35]2[CH:34]=[CH:33][C:32]([C:23]3[CH:28]=[CH:27][CH:26]=[CH:25][CH:24]=3)=[CH:37][CH:36]=2)=[O:39])=[CH:20][CH:21]=1 |f:2.3,4.5|. Reported procedure: 6,7-Dimethoxy-4-(4-aminophenoxy)quinoline (52 mg) was suspended in triethylamine/methylene chloride (3 ml/2 ml), commercially available biphenylcarbonyl chloride (80 mg) was added, and the admixture was stirred at room temperature for 25 hours. Aqueous sodium hydrogen carbonate was added to the reaction mixture, and the resulting admixture was extracted with ethyl acetate. The ethyl acetate layer was washed with brine and then dried with anhydrous sodium sulfate. The solvent was removed by reduc...